This data is from the Open Reaction Database (ORD), a public repository of structured organic reaction records. The task is: describe an organic reaction: reactants, conditions, products, and yield The product is OC1=CC=C(C=C1)C1=CC(=C(C=C1)C=O)OC (4′-Hydroxy-3-methoxy-1,1′-biphenyl-4-carbaldehyde). The reactants are C(=O)C1=C(C=C(C=C1)OS(=O)(=O)C(F)(F)F)OC (trifluoro-methanesulfonic acid 4-formyl-3-methoxy-phenyl ester), [Si](C)(C)(C(C)(C)C)OC1=CC=C(C=C1)B(O)O (4-tert-butyl-dimethylsilyoxyphenyl-boronic acid). Reaction SMILES: [CH:1]([C:3]1[CH:8]=[CH:7][C:6](OS(C(F)(F)F)(=O)=O)=[CH:5][C:4]=1[O:17][CH3:18])=[O:2].[Si]([O:26][C:27]1[CH:32]=[CH:31][C:30](B(O)O)=[CH:29][CH:28]=1)(C(C)(C)C)(C)C>>[OH:26][C:27]1[CH:32]=[CH:31][C:30]([C:6]2[CH:7]=[CH:8][C:3]([CH:1]=[O:2])=[C:4]([O:17][CH3:18])[CH:5]=2)=[CH:29][CH:28]=1. Reported procedure: The title compound was prepared by reacting trifluoro-methanesulfonic acid 4-formyl-3-methoxy-phenyl ester (11.0 mmol) with 4-tert-butyl-dimethylsilyoxyphenyl-boronic acid (3.50 g, 13.86 mmol) according to Method B to yield 880 mg (35%, over two steps) of yellowish solid: mp 159-161° C.; 1H NMR (DMDO-d6): δ 4.01 (3H, s), 6.89 (2H, d, J=8.62 Hz), 7.31 (1H, d, J=8.16 Hz), 7.36 (1H, d, J=1.15 Hz), 7.66 (2H, d, J=8.63 Hz), 7.72 (1H, d, J=8.09 Hz), 9.80 (1H, s), 10.34 (1H, s); mp 159-161° C.; IR 1660... The reactants are CN1CCCC1=O, CC(CC(C)(C)C)Oc1cccc2ccc(Cl)nc12. The product is CNc1ccc2cccc(OC(C)CC(C)(C)C)c2n1. Reaction SMILES: [CH3:20][N:21]1[CH2:22][CH2:23][CH2:24][C:25]1=[O:26].[Cl:1][c:2]1[n:3][c:4]2[c:5]([O:12][CH:13]([CH2:14][C:15]([CH3:16])([CH3:17])[CH3:18])[CH3:19])[cH:6][cH:7][cH:8][c:9]2[cH:10][cH:11]1>>[c:2]1([NH:21][CH3:20])[n:3][c:4]2[c:5]([O:12][CH:13]([CH2:14][C:15]([CH3:16])([CH3:17])[CH3:18])[CH3:19])[cH:6][cH:7][cH:8][c:9]2[cH:10][cH:11]1. Reactants: BrCCCBr, COc1ccc(CONS(=O)(=O)c2ccc(C)cc2)cc1, CC[O-], CCOC(C)=O, CCO, CCCCCC, [Na+]. Yields the product COc1ccc(CON(CCCBr)S(=O)(=O)c2ccc(C)cc2)cc1. Reaction SMILES: [Br:26][CH2:27][CH2:28][CH2:29][Br:30].[CH3:1][O:2][c:3]1[cH:4][cH:5][c:6]([CH2:7][O:8][NH:9][S:10](=[O:11])(=[O:12])[c:13]2[cH:14][cH:15][c:16]([CH3:19])[cH:17][cH:18]2)[cH:20][cH:21]1.[CH3:23][CH2:24][O-:25].[CH3:31][CH2:32][O:33][C:34](=[O:35])[CH3:36].[CH3:37][CH2:38][OH:39].[CH3:40][CH2:41][CH2:42][CH2:43][CH2:44][CH3:45].[Na+:22]>>[CH3:1][O:2][c:3]1[cH:4][cH:5][c:6]([CH2:7][O:8][N:9]([S:10](=[O:11])(=[O:12])[c:13]2[cH:14][cH:15][c:16]([CH3:19])[cH:17][cH:18]2)[CH2:29][CH2:28][CH2:27][Br:26])[cH:20][cH:21]1. Reactants: N1=CC(=CC=C1)CCCO (3-(Pyridin-3-yl)-1-propanol), C1(=CC=CC=C1)P(C1=CC=CC=C1)C1=CC=CC=C1 (triphenylphosphine), N(=NC(=O)OC(C)C)C(=O)OC(C)C (diisopropyl azodicarboxylate), BrC=1C=C(C=CC1)SC1=NC=CC=C1O (2-(3-bromophenylthio)-3-pyridinol). Run in C1CCOC1 (THF). Reaction conditions: time 30 minute. The product is BrC=1C=C(C=CC1)SC1=NC=CC=C1OCCCC=1C=NC=CC1 (2-(3-bromophenylthio)-3-[3-(pyridin-3-yl)propoxy]pyridine). Isolated yield 94.1%. RXN SMILES: [N:1]1[CH:6]=[CH:5][CH:4]=[C:3]([CH2:7][CH2:8][CH2:9][OH:10])[CH:2]=1.C1(P(C2C=CC=CC=2)C2C=CC=CC=2)C=CC=CC=1.N(C(OC(C)C)=O)=NC(OC(C)C)=O.[Br:44][C:45]1[CH:46]=[C:47]([S:51][C:52]2[C:57](O)=[CH:56][CH:55]=[CH:54][N:53]=2)[CH:48]=[CH:49][CH:50]=1>C1COCC1>[Br:44][C:45]1[CH:46]=[C:47]([S:51][C:52]2[C:57]([O:10][CH2:9][CH2:8][CH2:7][C:3]3[CH:2]=[N:1][CH:6]=[CH:5][CH:4]=3)=[CH:56][CH:55]=[CH:54][N:53]=2)[CH:48]=[CH:49][CH:50]=1. Procedure details: 3-(Pyridin-3-yl)-1-propanol (5.5 g, 40 mmol) and triphenylphosphine (10.5 g, 40 mmol) are dissolved in THF (120 ml), and thereto are added successively with stirring diisopropyl azodicarboxylate (6.1 g, 30 mmol) and 2-(3-bromophenylthio)-3-pyridinol (5.0 g, 18 mmol) obtained in Reference Example 1 under ice-cooling. The mixture is further stirred at room temperature for 30 minutes, and the reaction solution is concentrated under reduced pressure. To the residue is added ethyl acetate (300 ml), a... Starting materials: CCOC(=O)C(=O)C(=O)C(C)C(=O)OCC, CCOC(C)=O, CS(C)=O, [Cl-], [K+], [K+], [K+], [Na+], O=CC(O)C(O)C(O)C(O)CO, OCC(O)CO, O=P([O-])([O-])[O-]. Product: CCOC(=O)CC(=O)C(C)C(=O)OCC. Reaction SMILES: [CH2:23]([CH3:24])[O:25][C:26]([CH:27]([C:28]([C:29]([C:30](=[O:31])[O:32][CH2:33][CH3:34])=[O:35])=[O:36])[CH3:37])=[O:38].[CH3:39][CH2:40][O:41][C:42](=[O:43])[CH3:44].[CH3:51][S:52]([CH3:53])=[O:54].[Cl-:9].[K+:6].[K+:7].[K+:8].[Na+:10].[O:11]=[CH:12][CH:13]([CH:14]([CH:15]([CH:16]([CH2:17][OH:18])[OH:19])[OH:20])[OH:21])[OH:22].[OH:45][CH2:46][CH:47]([CH2:48][OH:49])[OH:50].[P:1]([O-:2])([O-:3])([O-:4])=[O:5]>>[CH2:23]([CH3:24])[O:25][C:26]([CH:27]([C:28]([CH2:29][C:30](=[O:31])[O:32][CH2:33][CH3:34])=[O:36])[CH3:37])=[O:38].